Dataset: the Open Reaction Database (ORD), a public repository of structured organic reaction records. Task: describe an organic reaction: reactants, conditions, products, and yield The reactants are O=C([O-])[O-], COC(=O)CC(c1cc(F)c(F)cc1F)C(C#N)C(=O)OC, CCOCC, CC(=O)Cl, C[Si](C)(C)C=[N+]=[N-], CO, CO, CO, [H][H], [K+], [K+], O=[Pt]=O, Cc1ccccc1. Product: COC(=O)C1CNC(=O)CC1c1cc(F)c(F)cc1F. As a reaction SMILES: [C:29](=[O:30])([O-:31])[O-:32].[C:5](#[N:6])[CH:7]([C:8](=[O:9])[O:10][CH3:11])[CH:12]([CH2:13][C:14](=[O:15])[O:16][CH3:17])[c:18]1[c:19]([F:26])[cH:20][c:21]([F:25])[c:22]([F:24])[cH:23]1.[CH2:53]([O:54][CH2:55][CH3:56])[CH3:57].[CH3:1][C:2](=[O:3])[Cl:4].[CH3:35][Si:36]([CH:37]=[N+:38]=[N-:39])([CH3:40])[CH3:41].[CH3:49][OH:50].[CH3:51][OH:52].[CH3:61][OH:62].[H:27][H:28].[K+:33].[K+:34].[Pt:58](=[O:59])=[O:60].[c:42]1([CH3:43])[cH:44][cH:45][cH:46][cH:47][cH:48]1>>[CH2:5]1[NH:6][C:14](=[O:15])[CH2:13][CH:12]([c:18]2[c:19]([F:26])[cH:20][c:21]([F:25])[c:22]([F:24])[cH:23]2)[CH:7]1[C:8](=[O:9])[O:10][CH3:11]. Starting materials: C=C1C2CC3CC(C2)CC1C3, Cc1ccccc1, C=C(C(=O)O)C(F)(F)F, [Na+], [OH-], O=S(=O)(O)O. Product: C=C(C(=O)OC1(C)C2CC3CC(C2)CC1C3)C(F)(F)F. RXN SMILES: [CH2:15]=[C:16]1[CH:17]2[CH2:18][CH:19]3[CH2:20][CH:21]([CH2:22][CH:23]1[CH2:24]3)[CH2:25]2.[CH3:28][c:29]1[cH:30][cH:31][cH:32][cH:33][cH:34]1.[F:1][C:2]([C:3]([C:4](=[O:5])[OH:6])=[CH2:7])([F:8])[F:9].[Na+:27].[OH-:26].[S:10](=[O:11])(=[O:12])([OH:13])[OH:14]>>[F:1][C:2]([C:3]([C:4](=[O:5])[O:6][C:16]1([CH3:15])[CH:17]2[CH2:18][CH:19]3[CH2:20][CH:21]([CH2:22][CH:23]1[CH2:24]3)[CH2:25]2)=[CH2:7])([F:8])[F:9]. Starting materials: C=CCI, C1CCOC1, COc1ccc2nc(N3CCN(C)CC3)oc2c1. Yields the product C=CC[N+]1(C)CCN(c2nc3ccc(OC)cc3o2)CC1, [I-]. As a reaction SMILES: [CH2:19]([CH:20]=[CH2:21])[I:22].[CH2:23]1[O:24][CH2:25][CH2:26][CH2:27]1.[CH3:1][N:2]1[CH2:3][CH2:4][N:5]([c:8]2[o:9][c:10]3[c:11]([n:12]2)[cH:13][cH:14][c:15]([O:17][CH3:18])[cH:16]3)[CH2:6][CH2:7]1>>[CH3:1][N+:2]1([CH2:19][CH:20]=[CH2:21])[CH2:3][CH2:4][N:5]([c:8]2[o:9][c:10]3[c:11]([n:12]2)[cH:13][cH:14][c:15]([O:17][CH3:18])[cH:16]3)[CH2:6][CH2:7]1.[I-:22]. Reactants: O=C([O-])[O-], CS(=O)(=O)c1nc2cc(Cl)c(Cl)cc2nc1Cl, [Cs+], [Cs+], CN(C)C=O, NNC(=O)Nc1ccccc1. The product is CS(=O)(=O)c1nc2cc(Cl)c(Cl)cc2nc1N(N)C(=O)Nc1ccccc1. As a reaction SMILES: [C:18](=[O:19])([O-:20])[O-:21].[Cl:1][c:2]1[c:3]([S:14](=[O:15])(=[O:16])[CH3:17])[n:4][c:5]2[cH:6][c:7]([Cl:13])[c:8]([Cl:12])[cH:9][c:10]2[n:11]1.[Cs+:22].[Cs+:23].[O:35]=[CH:36][N:37]([CH3:38])[CH3:39].[c:24]1([NH:30][C:31]([NH:32][NH2:33])=[O:34])[cH:25][cH:26][cH:27][cH:28][cH:29]1>>[c:2]1([N:32]([C:31]([NH:30][c:24]2[cH:25][cH:26][cH:27][cH:28][cH:29]2)=[O:34])[NH2:33])[c:3]([S:14](=[O:15])(=[O:16])[CH3:17])[n:4][c:5]2[cH:6][c:7]([Cl:13])[c:8]([Cl:12])[cH:9][c:10]2[n:11]1.